This data is from the Open Reaction Database (ORD), a public repository of structured organic reaction records. The task is: describe an organic reaction: reactants, conditions, products, and yield The reactants are C(C1=CC=CC=C1)ONC(=O)[C@H]1[C@H]([C@H]2[C@H](CN1S(=O)(=O)C1=CC=C(C=C1)OC1=CC=CC=C1)OC(O2)(C)C)O ((3aS,6R,7R,7aS)-7-hydroxy-2,2-dimethyl-5-(4′-phenoxybenzenesulfonyl)-hexahydro-[1,3]dioxolo[4,5-c]pyridine-6-carboxylic Acid Benzyloxyamide). Run in CO (methanol). Conditions: time 8 hour. Yields the product C(C1=CC=CC=C1)ONC(=O)[C@@H]1N(C[C@@H]([C@H]([C@@H]1O)O)O)S(=O)(=O)C1=CC=C(C=C1)OC1=CC=CC=C1 ((2R,3R,4R,5S)-3,4,5-trihydroxy-1-(4′-phenoxybenzenesulfonyl)-piperidine-2-carboxylic Acid Benzyloxyamide). Yield: 79.0%. Reaction SMILES: [CH2:1]([O:8][NH:9][C:10]([C@@H:12]1[N:17]([S:18]([C:21]2[CH:26]=[CH:25][C:24]([O:27][C:28]3[CH:33]=[CH:32][CH:31]=[CH:30][CH:29]=3)=[CH:23][CH:22]=2)(=[O:20])=[O:19])[CH2:16][C@@H:15]2[O:34]C(C)(C)[O:36][C@H:14]2[C@@H:13]1[OH:39])=[O:11])[C:2]1[CH:7]=[CH:6][CH:5]=[CH:4][CH:3]=1>CO>[CH2:1]([O:8][NH:9][C:10]([C@H:12]1[C@@H:13]([OH:39])[C@H:14]([OH:36])[C@@H:15]([OH:34])[CH2:16][N:17]1[S:18]([C:21]1[CH:26]=[CH:25][C:24]([O:27][C:28]2[CH:33]=[CH:32][CH:31]=[CH:30][CH:29]=2)=[CH:23][CH:22]=1)(=[O:19])=[O:20])=[O:11])[C:2]1[CH:3]=[CH:4][CH:5]=[CH:6][CH:7]=1. Procedure: The above compound (5-2) (1.5 g) was dissolved in methanol (30 mL) and a cation exchange resin (Muromac, 3.4 g) was added, and then the mixture was stirred overnight at room temperature. The insoluble material was removed by filtration and the filtrate was concentrated under reduced pressure. The resulting residue was purified by silica gel medium pressure column chromatography (chloroform:methanol=20:1→10:1) to obtain the titled compound (1.1 g). The reactants are CO, CSc1ccccc1. The product is CS(=O)c1ccccc1. RXN SMILES: [CH3:9][OH:10].[c:1]1([S:7][CH3:8])[cH:2][cH:3][cH:4][cH:5][cH:6]1>>[c:1]1([S:7]([CH3:8])=[O:10])[cH:2][cH:3][cH:4][cH:5][cH:6]1. The reactants are N1=CC=CC=C1 (Pyridine), S1CCC(CC1)CO ((tetrahydro-2H-thiopyran-4-yl)methanol), S(=O)(=O)(C1=CC=C(C)C=C1)Cl (TsCl). The solvent is O (H2O), C(Cl)Cl (CH2Cl2). Run at time 18 hour. The product is CC1=CC=C(C=C1)S(=O)(=O)OCC1CCSCC1 ((tetrahydro-2H-thiopyran-4-yl)methyl 4-methylbenzenesulfonate). Reaction SMILES: N1C=CC=CC=1.[S:7]1[CH2:12][CH2:11][CH:10]([CH2:13][OH:14])[CH2:9][CH2:8]1.[S:15](Cl)([C:18]1[CH:24]=[CH:23][C:21]([CH3:22])=[CH:20][CH:19]=1)(=[O:17])=[O:16]>C(Cl)Cl.O>[CH3:22][C:21]1[CH:23]=[CH:24][C:18]([S:15]([O:14][CH2:13][CH:10]2[CH2:11][CH2:12][S:7][CH2:8][CH2:9]2)(=[O:17])=[O:16])=[CH:19][CH:20]=1. Procedure: Pyridine (7.6 mL, 98.4 mmol) was added at 0° C. to a solution of (tetrahydro-2H-thiopyran-4-yl)methanol (1.3 g, 9.84 mmol) in CH2Cl2 (20 mL) followed by the addition of TsCl (2.0 g, 10.83 mmol). The reaction mixture was stirred at ambient temperature for 18 h, diluted with H2O (200 mL) and extracted with CH2Cl2 (200 mL). Drying over anhydrous Na2SO4 followed by concentration in vacuo gave (tetrahydro-2H-thiopyran-4-yl)methyl 4-methylbenzenesulfonate as an off white solid. The crude was carried f... RXN SMILES: [S:1]([Cl:5])(=O)(=[O:3])[OH:2].[CH3:6][C:7]1[CH:8]=[C:9]([O:14][CH3:15])[CH:10]=[C:11]([CH3:13])[CH:12]=1.O>ClCCl>[CH3:15][O:14][C:9]1[CH:10]=[C:11]([CH3:13])[C:12]([S:1]([Cl:5])(=[O:3])=[O:2])=[C:7]([CH3:6])[CH:8]=1. Reactants: O (water), S(O)(=O)(=O)Cl (Chlorosulfuric acid), CC=1C=C(C=C(C1)C)OC (3,5-dimethylanisol). Yields the product COC1=CC(=C(C(=C1)C)S(=O)(=O)Cl)C (4-Methoxy-2,6-dimethylphenylsulfonic acid chloride). Solvent: ClCCl (dichloromethane), ClCCl (dichloromethane). Procedure: Chlorosulfuric acid (2.3 eq) in dichloromethane (0.5 ml/mmol) was slowly added dropwise over 10 min to a solution of 3,5-dimethylanisol (1 eq) in dichloromethane (1 ml/mmol) cooled to 0° C. The reaction mixture was stirred for a further 10 min and then slowly dropped into iced water (5 eq relative to chlorosulfuric acid). The phases were separated and the aqueous phase extracted with dichloromethane (repeatedly, UV analysis). The combined organic phases were dried (Na2SO4) and concentrated to sm... Run at temperature 0 celsius, time 10 minute. Isolated yield 82.0%. Reaction SMILES: [CH3:1][O:2][C:3]1[CH:8]=[CH:7][CH:6]=[CH:5][C:4]=1[CH:9]1[CH2:13][CH2:12][CH2:11][CH:10]1[OH:14].CC(C)=O.OS(O)(=O)=O.O=[Cr](=O)=O.C(O)(C)C>CC(C)=O>[CH3:1][O:2][C:3]1[CH:8]=[CH:7][CH:6]=[CH:5][C:4]=1[CH:9]1[CH2:13][CH2:12][CH2:11][C:10]1=[O:14] |f:1.2.3|. Isolated yield 73.6%. Starting materials: COC1=C(C=CC=C1)C1C(CCC1)O (2-(2-methoxyphenyl)cyclopentanol), CC(=O)C.OS(=O)(=O)O.O=[Cr](=O)=O (Jones reagent), C(C)(C)O (isopropanol). Solvent: CC(=O)C (Acetone). Reported procedure: To a solution of 2-(2-methoxyphenyl)cyclopentanol (9.11 g, 47.4 mmol) in Acetone (Volume: 474 ml) was added Jones reagent (6.52 ml, 52.1 mmol) (8.0 M). After the addition was complete (the conversion of red reagent to green solid, and the supernatant solution took on the color of unreacted reagent), isopropanol was added to quench the excess reagent. The green solid was filtered off through ceilite and rinsed with acetone. The filtrate was concentrated and purified by flash chromatography to get... Product: COC1=C(C=CC=C1)C1C(CCC1)=O (2-(2-methoxyphenyl)cyclopentanone). The reactants are COCCC(=O)CC(=O)OC, CC(=O)OC(C)=O, [Cl-], [Cl-], ClCCl, [Mg+2], c1ccncc1. The product is COCCC(=O)C(C(C)=O)C(=O)OC. As a reaction SMILES: [CH3:1][O:2][C:3]([CH2:4][C:5]([CH2:6][CH2:7][O:8][CH3:9])=[O:10])=[O:11].[CH3:21][C:22](=[O:23])[O:24][C:25](=[O:26])[CH3:27].[Cl-:12].[Cl-:14].[Cl:28][CH2:29][Cl:30].[Mg+2:13].[cH:15]1[cH:16][cH:17][n:18][cH:19][cH:20]1>>[CH3:1][O:2][C:3]([CH:4]([C:5]([CH2:6][CH2:7][O:8][CH3:9])=[O:10])[C:22]([CH3:21])=[O:23])=[O:11]. Starting materials: CC(\C=C\CCCCC)=O ((E)-3-nonene-2-one), [H][H] (hydrogen), ( 14 ), CC(\C=C\CCCCC)=O ((E)-3-nonene-2-one). Solvent: CC(C)O (2-propanol). Reaction conditions: time 16 hour. Yields the product CC(\C=C\CCCCC)O ((E)-3-nonene-2-ol). Isolated yield 95.0%. Reaction SMILES: [CH3:1][C:2](=[O:10])/[CH:3]=[CH:4]/[CH2:5][CH2:6][CH2:7][CH2:8][CH3:9].[H][H]>CC(O)C>[CH3:1][CH:2]([OH:10])/[CH:3]=[CH:4]/[CH2:5][CH2:6][CH2:7][CH2:8][CH3:9]. Procedure: Chiral hydrogenation of (E)-3-nonene-2-one was carried out(see formula (14) below). That is, a reaction was carried out in accordance with the procedures of Example 4 using the (S,SS)-ruthenium hydride complex (1.5 mg; 0.00125 mmol) synthesized in Example 2 and using (E)-3-nonene-2-one (701 mg; 5.0 mmol) (made by Tokyo Kasei Kogyo Co., Ltd.)as the substrate and 2-propanol (2.5 mL) as the solvent. However, the hydrogen pressure was set to 8 atmosphere, the reaction temperature was set to 25° C., ... Starting materials: C1OC=2C=C(C=CC2OC1)NC1=NC(=NC=C1F)NC1=CC(=CC=C1)O (N4-(3,4-ethylenedioxyphenyl)-5-fluoro-N2-(3-hydroxyphenyl)-2,4-pyrimidinediamine), ClC1=NC=C(C(=N1)NC1=CC2=C(C=C1)OCCO2)F (2-chloro-N4-(3,4-ethylenedioxyphenyl)-5-fluoro-4-pyrimidineamine), C(C)C1=CC=C(N)C=C1 (4-ethylaniline). Product: C1OC=2C=C(C=CC2OC1)NC1=NC(NC=C1F)(N)C1=CC=C(C=C1)CC (N4-(3,4-ethylenedioxyphenyl)-2-(4-ethylphenyl)-5-fluoro-2,4-pyrimidinediamine). RXN SMILES: [CH2:1]1[CH2:10][O:9][C:8]2[CH:7]=[CH:6][C:5]([NH:11][C:12]3[C:17]([F:18])=[CH:16][N:15]=[C:14]([NH:19]C4C=CC=C(O)C=4)[N:13]=3)=[CH:4][C:3]=2[O:2]1.ClC1N=C(NC2C=CC3OCCOC=3C=2)C(F)=CN=1.[CH2:46]([C:48]1[CH:54]=[CH:53][C:51](N)=[CH:50][CH:49]=1)[CH3:47]>>[CH2:1]1[CH2:10][O:9][C:8]2[CH:7]=[CH:6][C:5]([NH:11][C:12]3[C:17]([F:18])=[CH:16][NH:15][C:14]([C:51]4[CH:53]=[CH:54][C:48]([CH2:46][CH3:47])=[CH:49][CH:50]=4)([NH2:19])[N:13]=3)=[CH:4][C:3]=2[O:2]1. Reported procedure: In a manner similar to the preparation of N4-(3,4-ethylenedioxyphenyl)-5-fluoro-N2-(3-hydroxyphenyl)-2,4-pyrimidinediamine, 2-chloro-N4-(3,4-ethylenedioxyphenyl)-5-fluoro-4-pyrimidineamine and 4-ethylaniline were reacted to yield N4-(3,4-ethylenedioxyphenyl)-2-(4-ethylphenyl)-5-fluoro-2,4-pyrimidinediamine. 1H NMR (CDCl3): δ 7.87 (bs, 1H), 7.42 (d, 2H, J=8.7 Hz), 7.26 (d, 1H, J=3.0 Hz), 7.13–7.08 (m, 3H), 6.95 (dd, 1H, J=2.4 and 8.7 Hz), 6.82 (d, 1H, J=9.0 Hz), 6.60 (bs, 1H), 4.23 (s, 4H), 2.59 ...